This data is from the Open Reaction Database (ORD), a public repository of structured organic reaction records. The task is: describe an organic reaction: reactants, conditions, products, and yield Starting materials: ClC1=CC(=CC=C1)C(=O)OO (m-chloroperbenzoic acid), CC1(OC2=C(C(=C1)C1=NC=CC=C1)C=C(C=C2)C#N)C (2,2-dimethyl-4-(2-pyridyl)-2H-1-benzopyran-6-carbonitrile). The solvent is ClCCl (dichloromethane). Conditions: time 17 hour. Product: C(#N)C=1C=CC2=C(C(=CC(O2)(C)C)C2=[N+](C=CC=C2)[O-])C1 (2-(6-cyano-2,2-dimethyl-2H1-benzopyran-4-yl)pyridine N-oxide). The yield is 43.2%. As a reaction SMILES: ClC1C=CC=C(C(OO)=[O:9])C=1.[CH3:12][C:13]1([CH3:31])[CH:18]=[C:17]([C:19]2[CH:24]=[CH:23][CH:22]=[CH:21][N:20]=2)[C:16]2[CH:25]=[C:26]([C:29]#[N:30])[CH:27]=[CH:28][C:15]=2[O:14]1>ClCCl>[C:29]([C:26]1[CH:27]=[CH:28][C:15]2[O:14][C:13]([CH3:31])([CH3:12])[CH:18]=[C:17]([C:19]3[CH:24]=[CH:23][CH:22]=[CH:21][N+:20]=3[O-:9])[C:16]=2[CH:25]=1)#[N:30]. Procedure details: 406 mg of m-chloroperbenzoic acid were added to a solution of 524 mg of 2,2-dimethyl-4-(2-pyridyl)-2H-1-benzopyran-6-carbonitrile in 15 ml of dichloromethane at room temperature. After stirring at room temperature for 17 hours the solution was washed with sodium bicarbonate solution. The organic phase was dried over sodium sulphate and evaporated. The residue was chromatographed on silica gel using methanol/ethyl acetate (1:4) for the elution. There were obtained 240 mg of 2-(6-cyano-2,2-dimethy... The reactants are N#N (N2), [OH-].[Na+] (NaOH), N#N (N2), C(Cl)C1CO1 (epichlorohydrin), C=1(C(O)=CC=C(CC=C)C1)OC (eugenol). Yields the product C(C1CO1)OC1=C(C=C(C=C1)CC=C)OC (4-allyl-2-methoxyphenyl glycidyl ether). As a reaction SMILES: N#N.[CH2:3]([CH:5]1[O:7][CH2:6]1)Cl.[C:8]1([O:18][CH3:19])[C:9](=[CH:11][CH:12]=[C:13]([CH:17]=1)[CH2:14][CH:15]=[CH2:16])[OH:10].[OH-].[Na+]>>[CH2:3]([O:10][C:9]1[CH:11]=[CH:12][C:13]([CH2:14][CH:15]=[CH2:16])=[CH:17][C:8]=1[O:18][CH3:19])[CH:5]1[O:7][CH2:6]1 |f:3.4|. Procedure details: A 2,000 mL, 3-necked, round-bottom flask was equipped with a mechanical stirrer, a 250 mL pressure equalizing addition funnel and a reflux condenser. The addition funnel served as the N2 inlet and the reflux condenser served as the N2 outlet. The flask was purged with a vigorous stream of N2 for 10 min. prior to its use. The flask was charged with epichlorohydrin (740 g, 8.0 mol) and eugenol (328 g, 2.0 mol). These were heated to ca. 80° using a heating mantle while stirring at a moderate rate (... Starting materials: O=C(Cl)CCl, Fc1cccc(Nc2ccccc2)c1, c1ccccc1. Yields the product O=C(CCl)N(c1ccccc1)c1cccc(F)c1. Reaction SMILES: [Cl:15][CH2:16][C:17](=[O:18])[Cl:19].[F:1][c:2]1[cH:3][c:4]([NH:8][c:9]2[cH:10][cH:11][cH:12][cH:13][cH:14]2)[cH:5][cH:6][cH:7]1.[cH:20]1[cH:21][cH:22][cH:23][cH:24][cH:25]1>>[F:1][c:2]1[cH:3][c:4]([N:8]([c:9]2[cH:10][cH:11][cH:12][cH:13][cH:14]2)[C:17]([CH2:16][Cl:15])=[O:18])[cH:5][cH:6][cH:7]1. The reactants are CC(=O)Nc1cccc(-c2nc(-c3ccc(S(=O)(=O)Nc4cccc(NC(=O)C(C)(C)CF)c4)cc3)no2)n1, Cl. Product: CC(C)(CF)C(=O)Nc1cccc(NS(=O)(=O)c2ccc(-c3noc(-c4cccc(N)n4)n3)cc2)c1. Reaction SMILES: [C:1](=[O:2])([CH3:3])[NH:4][c:5]1[cH:6][cH:7][cH:8][c:9](-[c:11]2[n:12][c:13](-[c:16]3[cH:17][cH:18][c:19]([S:22](=[O:23])(=[O:24])[NH:25][c:26]4[cH:27][c:28]([NH:32][C:33]([C:34]([CH2:35][F:36])([CH3:37])[CH3:38])=[O:39])[cH:29][cH:30][cH:31]4)[cH:20][cH:21]3)[n:14][o:15]2)[n:10]1.[ClH:40]>>[NH2:4][c:5]1[cH:6][cH:7][cH:8][c:9](-[c:11]2[n:12][c:13](-[c:16]3[cH:17][cH:18][c:19]([S:22](=[O:23])(=[O:24])[NH:25][c:26]4[cH:27][c:28]([NH:32][C:33]([C:34]([CH2:35][F:36])([CH3:37])[CH3:38])=[O:39])[cH:29][cH:30][cH:31]4)[cH:20][cH:21]3)[n:14][o:15]2)[n:10]1.